Dataset: the Open Reaction Database (ORD), a public repository of structured organic reaction records. Task: describe an organic reaction: reactants, conditions, products, and yield Starting materials: C1CCC2=NCCCN2CC1 (DBU), C(C)OC(C=CCC1CC1)=O (4-cyclopropyl-2-butenoic acid ethyl ester), [N+](=O)([O-])C (nitromethane). Run in CC#N (CH3CN). Run at temperature 60 celsius, time 8 hour. The product is C(C)OC(CC(CC1CC1)C[N+](=O)[O-])=O (4-cyclopropyl-3-nitromethyl-butanoic acid ethyl ester). The yield is 41.4%. RXN SMILES: C1CCN2C(=NCCC2)CC1.[CH2:12]([O:14][C:15](=[O:22])[CH:16]=[CH:17][CH2:18][CH:19]1[CH2:21][CH2:20]1)[CH3:13].[N+:23]([CH3:26])([O-:25])=[O:24]>CC#N>[CH2:12]([O:14][C:15](=[O:22])[CH2:16][CH:17]([CH2:26][N+:23]([O-:25])=[O:24])[CH2:18][CH:19]1[CH2:20][CH2:21]1)[CH3:13]. Procedure: DBU (4.1 g, 26.9 mmol) is added to a solution of 4-cyclopropyl-2-butenoic acid ethyl ester (3.4 g, 26.9 mmol) and nitromethane (9.13 g, 135 mmol) in 20 mL of CH3CN. The solution is warmed to 60° C. under Ar for 4 hours, then stirred at room temperature overnight. The CH3CN is evaporated, and the residue is taken up in 50 mL of EtOAc. The solution is washed with saturated KH2PO4 (3×50 mL) followed by 50 mL of brine. The organic layer is dried over Na2SO4 and evaporated to give an oil which is chr...